This data is from the Open Reaction Database (ORD), a public repository of structured organic reaction records. The task is: describe an organic reaction: reactants, conditions, products, and yield Reactants: [N+](=O)([O-])C=1C=C(C=CC1C)\C=C(/C#N)\C1=CC(=C(C(=C1)OC)OC)OC ((Z)-3-(3-nitro-4-methylphenyl)-2-(3,4,5-trimethoxyphenyl)-prop-2-ene-nitrile). Run in CC(=O)C (acetone). Yields the product [N+](=O)([O-])C=1C=C(C=CC1C)/C=C(/C#N)\C1=CC(=C(C(=C1)OC)OC)OC ((E)-3-(3-nitro-4-methylphenyl)-2-(3,4,5-trimethoxyphenyl)-prop-2-ene-nitrile). Yield: 7.2%. RXN SMILES: [N+:1]([C:4]1[CH:5]=[C:6](/[CH:11]=[C:12](/[C:15]2[CH:20]=[C:19]([O:21][CH3:22])[C:18]([O:23][CH3:24])=[C:17]([O:25][CH3:26])[CH:16]=2)\[C:13]#[N:14])[CH:7]=[CH:8][C:9]=1[CH3:10])([O-:3])=[O:2]>CC(C)=O>[N+:1]([C:4]1[CH:5]=[C:6](/[CH:11]=[C:12](\[C:15]2[CH:20]=[C:19]([O:21][CH3:22])[C:18]([O:23][CH3:24])=[C:17]([O:25][CH3:26])[CH:16]=2)/[C:13]#[N:14])[CH:7]=[CH:8][C:9]=1[CH3:10])([O-:3])=[O:2]. Procedure details: 1.38 g of (Z)-3-(3-nitro-4-methylphenyl)-2-(3,4,5-trimethoxyphenyl)-prop-2-ene-nitrile was dissolved in 500 ml of acetone and the mixture was reacted in a photochemical apparatus (visible light) for 1 hour. The reaction mixture was concentrated and a quarter of it was purified on a silica gel plate to give 100 mg of the intended compound. Reactants: Cc1ccccc1, O=C(Cl)Cl, Nc1cc([N+](=O)[O-])c(Cl)cc1F, Cl. The product is O=C=Nc1cc([N+](=O)[O-])c(Cl)cc1F. RXN SMILES: [CH3:18][c:19]1[cH:20][cH:21][cH:22][cH:23][cH:24]1.[Cl:14][C:15]([Cl:16])=[O:17].[Cl:2][c:3]1[cH:4][c:5]([F:13])[c:6]([NH2:7])[cH:8][c:9]1[N+:10](=[O:11])[O-:12].[ClH:1]>>[Cl:2][c:3]1[cH:4][c:5]([F:13])[c:6]([N:7]=[C:15]=[O:17])[cH:8][c:9]1[N+:10](=[O:11])[O-:12]. Starting materials: CO (MeOH), NC1=CC=C2C(=C(OC(=O)C2=C1)OCC)Cl (7-amino-4-chloro-3-ethoxyisocoumarin), C1(=CC=CC=C1)N=C=S (phenyl isothiocyanate), CCl (CH3Cl). The solvent is C1CCOC1 (THF). Yields the product C1(=CC=CC=C1)NC(=S)NC1=CC=C2C(=C(OC(=O)C2=C1)OCC)Cl (7-Phenylthiocarbamoylamino-4-Chloro-3-Ethoxyisocoumarin). Isolated yield 55.0%. As a reaction SMILES: [NH2:1][C:2]1[CH:12]=[C:11]2[C:5]([C:6]([Cl:16])=[C:7]([O:13][CH2:14][CH3:15])[O:8][C:9]2=[O:10])=[CH:4][CH:3]=1.[C:17]1([N:23]=[C:24]=[S:25])[CH:22]=[CH:21][CH:20]=[CH:19][CH:18]=1.CCl.CO>C1COCC1>[C:17]1([NH:23][C:24]([NH:1][C:2]2[CH:12]=[C:11]3[C:5]([C:6]([Cl:16])=[C:7]([O:13][CH2:14][CH3:15])[O:8][C:9]3=[O:10])=[CH:4][CH:3]=2)=[S:25])[CH:22]=[CH:21][CH:20]=[CH:19][CH:18]=1. Procedure details: This compound was prepared by reaction of 7-amino-4-chloro-3-ethoxyisocoumarin with phenyl isothiocyanate at r. t. in THF for 24 hrs. The product was obtained as yellow solid: yield 55%, m.p. 176°-177° C. (dec.); TLC, Rf =0.76 (CH3Cl:MeOH=9:1), MS m/e=374 (M+). Anal. Calcd. for C18H15N2O3ClS: C, 57.62; H, 4.00. Found: C, 57.77; H, 4.04. Starting materials: ClC1=CC(=C(C=C1)O)C=1C=NN2C1N=CC=C2 (4-chloro-2-(pyrazolo[1,5-a]pyrimidin-3-yl)phenol), NC1=NOC2=C1C=C(C=C2)C=2C(N(C=CC2)C2=CC(=C(C=C2F)S(=O)(=O)N(C2=NC=NS2)CC2=C(C=C(C=C2)OC)OC)F)=O (4-(3-(3-aminobenzo[d]isoxazol-5-yl)-2-oxopyridin-1(2H)-yl)-N-(2,4-dimethoxybenzyl)-2,5-difluoro-N-(1,2,4-thiadiazol-5-yl)benzenesulfonamide). Product: NC1=NOC2=C1C=C(C=C2)C=2C(N(C=CC2)C2=CC(=C(C=C2F)S(=O)(=O)NC2=NC=NS2)F)=O (4-(3-(3-aminobenzo[d]isoxazol-5-yl)-2-oxopyridin-1(2H)-yl)-2,5-difluoro-N-(1,2,4-thiadiazol-5-yl)benzenesulfonamide). Isolated yield 23.0%. RXN SMILES: ClC1C=CC(O)=C(C2C=NN3C=CC=NC=23)C=1.[NH2:18][C:19]1[C:23]2[CH:24]=[C:25]([C:28]3[C:29](=[O:62])[N:30]([C:34]4[C:39]([F:40])=[CH:38][C:37]([S:41]([N:44](CC5C=CC(OC)=CC=5OC)[C:45]5[S:49][N:48]=[CH:47][N:46]=5)(=[O:43])=[O:42])=[C:36]([F:61])[CH:35]=4)[CH:31]=[CH:32][CH:33]=3)[CH:26]=[CH:27][C:22]=2[O:21][N:20]=1>>[NH2:18][C:19]1[C:23]2[CH:24]=[C:25]([C:28]3[C:29](=[O:62])[N:30]([C:34]4[C:39]([F:40])=[CH:38][C:37]([S:41]([NH:44][C:45]5[S:49][N:48]=[CH:47][N:46]=5)(=[O:43])=[O:42])=[C:36]([F:61])[CH:35]=4)[CH:31]=[CH:32][CH:33]=3)[CH:26]=[CH:27][C:22]=2[O:21][N:20]=1. Reported procedure: Following the procedure as described in EXAMPLE 44, making non-critical variations to replace 4-chloro-2-(pyrazolo[1,5-a]pyrimidin-3-yl)phenol with 4-(3-(3-aminobenzo[d]isoxazol-5-yl)-2-oxopyridin-1(2H)-yl)-N-(2,4-dimethoxybenzyl)-2,5-difluoro-N-(1,2,4-thiadiazol-5-yl)benzenesulfonamide, 4-(3-(3-aminobenzo[d]isoxazol-5-yl)-2-oxopyridin-1(2H)-yl)-2,5-difluoro-N-(1,2,4-thiadiazol-5-yl)benzenesulfonamide was obtained as a colorless solid in 23% yield (0.04 g): 1H NMR (300 MHz, DMSO-d6) δ 8.22 (d, J... The reactants are C(C1=CC=CC=C1)(=O)OCC(COC(NCCCCCCCCCCCCCCCCCC)=O)CC#N (2-cyanomethyl-3-n-octadecylcarbamoyloxypropyl benzoate), [OH-].[Na+] (sodium hydroxide), C(#N)CC(CO)COCCCCCCCCCCCCCCCC (2-cyanomethyl-3-hexadecyloxypropanol). Run in CO (methanol), O1CCCC1 (tetrahydrofuran). The product is C(#N)CC(CO)COC(NCCCCCCCCCCCCCCCCCC)=O (2-cyanomethyl-3-octadecylcarbamoyloxypropanol). Yield: 81.3%. As a reaction SMILES: C([O:9][CH2:10][CH:11]([CH2:35][C:36]#[N:37])[CH2:12][O:13][C:14](=[O:34])[NH:15][CH2:16][CH2:17][CH2:18][CH2:19][CH2:20][CH2:21][CH2:22][CH2:23][CH2:24][CH2:25][CH2:26][CH2:27][CH2:28][CH2:29][CH2:30][CH2:31][CH2:32][CH3:33])(=O)C1C=CC=CC=1.[OH-].[Na+].C(CC(COCCCCCCCCCCCCCCCC)CO)#N>CO.O1CCCC1>[C:36]([CH2:35][CH:11]([CH2:12][O:13][C:14](=[O:34])[NH:15][CH2:16][CH2:17][CH2:18][CH2:19][CH2:20][CH2:21][CH2:22][CH2:23][CH2:24][CH2:25][CH2:26][CH2:27][CH2:28][CH2:29][CH2:30][CH2:31][CH2:32][CH3:33])[CH2:10][OH:9])#[N:37] |f:1.2|. Reported procedure: A mixture of 1.49 g (2.96 mM) of 2-cyanomethyl-3-n-octadecylcarbamoyloxypropyl benzoate n5', 1.66 ml (3.32 mM) of 2N aqueous sodium hydroxide in 15 ml of methanol and 15 ml of tetrahydrofuran is allowed to react by the same procedure as described in (137) and 966 mg (76.8% yield) of the titled compound Vn2 is obtained. The reactants are COC(=O)C(C)Br, [H-], [Na+], CN(C)C=O, COC(=O)C1Cc2ccccc2C(=O)N1. As a reaction SMILES: [Br:18][CH:19]([C:20](=[O:21])[O:22][CH3:23])[CH3:24].[H-:1].[Na+:2].[O:25]=[CH:26][N:27]([CH3:28])[CH3:29].[O:3]=[C:4]1[NH:5][CH:6]([C:14](=[O:15])[O:16][CH3:17])[CH2:7][c:8]2[cH:9][cH:10][cH:11][cH:12][c:13]21>>[O:3]=[C:4]1[N:5]([CH:19]([C:20](=[O:21])[O:22][CH3:23])[CH3:24])[CH:6]([C:14](=[O:15])[O:16][CH3:17])[CH2:7][c:8]2[cH:9][cH:10][cH:11][cH:12][c:13]21. Yields the product COC(=O)C(C)N1C(=O)c2ccccc2CC1C(=O)OC.